Dataset: the Open Reaction Database (ORD), a public repository of structured organic reaction records. Task: describe an organic reaction: reactants, conditions, products, and yield Starting materials: Cl.BrC1=C(C=CC=C1)NN ((2-Bromophenyl)hydrazine hydrochloride), C12CC(CC(NC1)C2)=O (6-azabicyclo[3.2.1]octan-3-one), Cl (HCl). Solvent: C(C)(=O)O (acetic acid). Reaction conditions: temperature 100 celsius, time 18 hour. The product is BrC1=CC=CC=2C3=C(NC12)CC1CNC3C1 (7-bromo-1,2,3,4,5,6-hexahydro-1,4-methanoazepino[4,3-b]indole). As a reaction SMILES: Cl.[Br:2][C:3]1[CH:8]=[CH:7][CH:6]=[CH:5][C:4]=1[NH:9]N.[CH:11]12[CH2:18][CH:15]([NH:16][CH2:17]1)[CH2:14][C:13](=O)[CH2:12]2.Cl>C(O)(=O)C>[Br:2][C:3]1[C:4]2[NH:9][C:13]3[CH2:12][CH:11]4[CH2:18][CH:15]([C:14]=3[C:5]=2[CH:6]=[CH:7][CH:8]=1)[NH:16][CH2:17]4 |f:0.1|. Reported procedure: (2-Bromophenyl)hydrazine hydrochloride (1.8 g 8.0 mmol; Aldrich) and 6-azabicyclo[3.2.1]octan-3-one (1.0 g, 8.0 mmol; GLSyntech) were combined with a solution of HCl in acetic acid (1.0 M, 30 mL; Aldrich) and stirred at 100° C. for 18 hours in a sealed tube. The reaction mixture was concentrated under vacuum and partitioned between sodium carbonate (1.0 M, 500 mL) and chloroform (2×300 mL). The combined organic extracts were dried over sodium sulfate and concentrated in vacuo. The crude product ...